Dataset: the Open Reaction Database (ORD), a public repository of structured organic reaction records. Task: describe an organic reaction: reactants, conditions, products, and yield The reactants are COC(=O)C1CCCn2cccc21, O=C(Cl)c1ccc(F)cc1, Cc1ccccc1C. Yields the product COC(=O)C1CCCn2c(C(=O)c3ccc(F)cc3)ccc21. Reaction SMILES: [CH3:1][O:2][C:3](=[O:4])[CH:5]1[c:6]2[n:7]([cH:11][cH:12][cH:13]2)[CH2:8][CH2:9][CH2:10]1.[F:14][c:15]1[cH:16][cH:17][c:18]([C:19](=[O:20])[Cl:21])[cH:22][cH:23]1.[c:24]1([CH3:25])[c:26]([CH3:27])[cH:28][cH:29][cH:30][cH:31]1>>[CH3:1][O:2][C:3](=[O:4])[CH:5]1[c:6]2[n:7]([c:11]([C:19]([c:18]3[cH:17][cH:16][c:15]([F:14])[cH:23][cH:22]3)=[O:20])[cH:12][cH:13]2)[CH2:8][CH2:9][CH2:10]1. The product is CC(=O)OC1c2ccc(Cl)cc2CC1S(C)(=O)=O. Starting materials: CC(=O)OC(C)=O, CS(=O)(=O)C1Cc2cc(Cl)ccc2C1O, ClCCl, c1ccncc1. As a reaction SMILES: [CH3:22][C:23](=[O:24])[O:25][C:26](=[O:27])[CH3:28].[Cl:1][c:2]1[cH:3][c:4]2[c:8]([cH:9][cH:10]1)[CH:7]([OH:11])[CH:6]([S:12](=[O:13])(=[O:14])[CH3:15])[CH2:5]2.[Cl:29][CH2:30][Cl:31].[cH:16]1[cH:17][cH:18][n:19][cH:20][cH:21]1>>[Cl:1][c:2]1[cH:3][c:4]2[c:8]([cH:9][cH:10]1)[CH:7]([O:11][C:23]([CH3:22])=[O:24])[CH:6]([S:12](=[O:13])(=[O:14])[CH3:15])[CH2:5]2.